describe an organic reaction: reactants, conditions, products, and yield From a dataset of the Open Reaction Database (ORD), a public repository of structured organic reaction records. As a reaction SMILES: [CH2:26]([CH3:27])[N:28]=[C:29]=[O:30].[NH2:1][CH2:2][CH2:3][O:4][c:5]1[cH:6][cH:7][c:8](-[c:11]2[n:12]([CH2:24][CH3:25])[c:13]3[cH:14][c:15]([O:22][CH3:23])[cH:16][cH:17][c:18]3[c:19]2[C:20]#[N:21])[cH:9][cH:10]1.[cH:31]1[cH:32][cH:33][n:34][cH:35][cH:36]1>>[NH:1]([CH2:2][CH2:3][O:4][c:5]1[cH:6][cH:7][c:8](-[c:11]2[n:12]([CH2:24][CH3:25])[c:13]3[cH:14][c:15]([O:22][CH3:23])[cH:16][cH:17][c:18]3[c:19]2[C:20]#[N:21])[cH:9][cH:10]1)[C:29]([NH:28][CH2:26][CH3:27])=[O:30]. The product is CCNC(=O)NCCOc1ccc(-c2c(C#N)c3ccc(OC)cc3n2CC)cc1. The reactants are CCN=C=O, CCn1c(-c2ccc(OCCN)cc2)c(C#N)c2ccc(OC)cc21, c1ccncc1. Starting materials: CC(C(=O)OCC)C(=O)C (Ethyl 2-methylacetoacetate), C(\C=C(/C)\CCC=C(C)C)C/C(=C/CC/C(=C/CBr)/C)/C (geranyl geranylbromide), crude product. Yields the product CC(C(C)=O)CC=C(CCC=C(CCC=C(CCC=C(C)C)C)C)C (3,6,10,14,18-pentamethyl-5,9,13,17-nonadecatetraene-2-on). RXN SMILES: [CH3:1][CH:2]([C:8]([CH3:10])=[O:9])[C:3](OCC)=O.[CH2:11]([CH2:21]/[C:22](/[CH3:31])=[CH:23]/[CH2:24][CH2:25]/[C:26](/[CH3:30])=[CH:27]/CBr)/[CH:12]=[C:13](/[CH2:15][CH2:16][CH:17]=[C:18]([CH3:20])[CH3:19])\[CH3:14]>>[CH3:1][CH:2]([CH2:3][CH:27]=[C:26]([CH3:30])[CH2:25][CH2:24][CH:23]=[C:22]([CH3:31])[CH2:21][CH2:11][CH:12]=[C:13]([CH3:14])[CH2:15][CH2:16][CH:17]=[C:18]([CH3:20])[CH3:19])[C:8](=[O:9])[CH3:10]. Reported procedure: Ethyl 2-methylacetoacetate and geranyl geranylbromide were reacted each other and treated according to the preceding Example 1, except that the crude product was purified by distillation under reduced pressure in place of the column chromatography method, to obtain a fraction having the boiling point of 177°-180° C./0.9 mmHg as the objective product. Reactants: FC(COC1=NC=C(C(=O)OC)C=C1C(=C)C)F (methyl 6-(2,2-difluoroethoxy)-5-(prop-1-en-2-yl)nicotinate). The reagents and catalysts are [Pd] (Palladium). Solvent: CO (methanol). Reaction conditions: time 2 hour. The product is FC(COC1=NC=C(C(=O)OC)C=C1C(C)C)F (methyl 6-(2,2-difluoroethoxy)-5-isopropylnicotinate). Yield: 99.0%. RXN SMILES: [F:1][CH:2]([F:18])[CH2:3][O:4][C:5]1[C:14]([C:15]([CH3:17])=[CH2:16])=[CH:13][C:8]([C:9]([O:11][CH3:12])=[O:10])=[CH:7][N:6]=1>CO.[Pd]>[F:18][CH:2]([F:1])[CH2:3][O:4][C:5]1[C:14]([CH:15]([CH3:16])[CH3:17])=[CH:13][C:8]([C:9]([O:11][CH3:12])=[O:10])=[CH:7][N:6]=1. Procedure: Palladium 10% on carbon (50 mg) is added to a solution of methyl 6-(2,2-difluoroethoxy)-5-(prop-1-en-2-yl)nicotinate (491 mg, 1.91 mmol, Step-1) in methanol (20 mL) and stirred at room temperature under hydrogen atomosphare (1 atm) for 2 hours. The reaction mixture is filtrated through a pad of Celite and filtrate is concentrated in vacuo to give 490 mg (99% yield) of the title compound as colorless oil. This material is used for the next reaction (Step-3) without further purification. The reactants are C(C)(C)(C)NS(=O)(=O)C=1SC(=CC1)C1=NC=CC(=C1)C1=NC(=CC(=N1)C(F)(F)F)C=1C=NC(=CC1)C(F)(F)F (5-{4-[4-trifluoromethyl-6-(6-trifluoromethyl-pyridin-3-yl)-pyrimidin-2-yl]-pyridin-2-yl}-thiophene-2-sulfonic-acid tert-butylamide), C(=O)(C(F)(F)F)O (TFA). Solvent: ClCCl (dichloromethane). Reaction conditions: time 15 hour. The product is FC(C1=NC(=NC(=C1)C=1C=NC(=CC1)C(F)(F)F)C1=CC(=NC=C1)C1=CC=C(S1)S(=O)(=O)N)(F)F (5-{4-[4-Trifluoromethyl-6-(6-trifluoromethyl-pyridin-3-yl)-pyrimidin-2-yl]-pyridin-2-yl}-thiophene-2-sulfonic acid amide). Isolated yield 27.6%. RXN SMILES: C([NH:5][S:6]([C:9]1[S:10][C:11]([C:14]2[CH:19]=[C:18]([C:20]3[N:25]=[C:24]([C:26]([F:29])([F:28])[F:27])[CH:23]=[C:22]([C:30]4[CH:31]=[N:32][C:33]([C:36]([F:39])([F:38])[F:37])=[CH:34][CH:35]=4)[N:21]=3)[CH:17]=[CH:16][N:15]=2)=[CH:12][CH:13]=1)(=[O:8])=[O:7])(C)(C)C.C(O)(C(F)(F)F)=O>ClCCl>[F:29][C:26]([F:27])([F:28])[C:24]1[CH:23]=[C:22]([C:30]2[CH:31]=[N:32][C:33]([C:36]([F:38])([F:37])[F:39])=[CH:34][CH:35]=2)[N:21]=[C:20]([C:18]2[CH:17]=[CH:16][N:15]=[C:14]([C:11]3[S:10][C:9]([S:6]([NH2:5])(=[O:8])=[O:7])=[CH:13][CH:12]=3)[CH:19]=2)[N:25]=1. Procedure details: To a cooled and stirred solution of 5-{4-[4-trifluoromethyl-6-(6-trifluoromethyl-pyridin-3-yl)-pyrimidin-2-yl]-pyridin-2-yl}-thiophene-2-sulfonic-acid tert-butylamide (0.44 g) in dichloromethane (6 ml) was added TFA (6 ml) and the reaction mixture was allowed to stir at room temperature for 15 h. The mixture was evaporated to dryness, poured into 2N Na2CO3 solution (25 ml) and extracted with ethyl acetate (3×50 ml). The combined organic layers were washed with brine (50 ml), dried (MgSO4) and ev...